From a dataset of the Open Reaction Database (ORD), a public repository of structured organic reaction records. describe an organic reaction: reactants, conditions, products, and yield The reactants are OC1=C(C(NC1)=O)C1=NC2=C(N1C(=O)OC(C)(C)C)C=C(C=C2C)N2CCOCC2 (4-Hydroxy-3-(1-tert-butyloxycarbonyl-4-methyl-6-morpholin-4-yl-1H-benzoimidazol-2-yl)-1,5-dihydro-pyrrol-2-one), ClC=1C=C(C=CC1)[C@@H](CNC1=C(C(N(C1)S(=O)(=O)C(F)(F)F)=O)C1=NC2=C(N1C(=O)OC(C)(C)C)C=C(C=C2C)N2CCOCC2)O ((S)-4-[2-(3-chloro-phenyl)-2-hydroxy-ethylamino]-3-(1-tert-butyloxycarbonyl-4-methyl-6-morpholin-4-yl-1H-benzoimidazol-2-yl)-1-trifluoromethanesulfonyl-1,5-dihydro-pyrrol-2-one). Solvent: C(C)#N (acetonitrile). Product: ClC=1C=C(C=CC1OC)C(CNC1=C(C(N(C1)S(=O)(=O)C(F)(F)F)=O)C1=NC2=C(N1C(=O)OC(C)(C)C)C=C(C=C2C)N2CCOCC2)O (4-[2-(3-Chloro-4-methoxy-phenyl)-2-hydroxy-ethylamino]-3-(1-tert-butyloxycarbonyl-4-methyl-6-morpholin-4-yl-1H-benzoimidazol-2-yl)-1-trifluoromethanesulfonyl-1,5-dihydro-pyrrol-2-one). Isolated yield 35.0%. RXN SMILES: [OH:1][C:2]1CNC(=O)C=1C1N(C(OC(C)(C)C)=O)C2C=C(N3CCOCC3)C=C(C)C=2N=1.[Cl:31][C:32]1[CH:33]=[C:34]([C@H:38]([OH:77])[CH2:39][NH:40][C:41]2[CH2:45][N:44]([S:46]([C:49]([F:52])([F:51])[F:50])(=[O:48])=[O:47])[C:43](=[O:53])[C:42]=2[C:54]2[N:58]([C:59]([O:61][C:62]([CH3:65])([CH3:64])[CH3:63])=[O:60])[C:57]3[CH:66]=[C:67]([N:71]4[CH2:76][CH2:75][O:74][CH2:73][CH2:72]4)[CH:68]=[C:69]([CH3:70])[C:56]=3[N:55]=2)[CH:35]=[CH:36][CH:37]=1>C(#N)C>[Cl:31][C:32]1[CH:33]=[C:34]([CH:38]([OH:77])[CH2:39][NH:40][C:41]2[CH2:45][N:44]([S:46]([C:49]([F:51])([F:50])[F:52])(=[O:47])=[O:48])[C:43](=[O:53])[C:42]=2[C:54]2[N:58]([C:59]([O:61][C:62]([CH3:65])([CH3:64])[CH3:63])=[O:60])[C:57]3[CH:66]=[C:67]([N:71]4[CH2:76][CH2:75][O:74][CH2:73][CH2:72]4)[CH:68]=[C:69]([CH3:70])[C:56]=3[N:55]=2)[CH:35]=[CH:36][C:37]=1[O:1][CH3:2]. Reported procedure: 4-Hydroxy-3-(1-tert-butyloxycarbonyl-4-methyl-6-morpholin-4-yl-1H-benzoimidazol-2-yl)-1,5-dihydro-pyrrol-2-one (0.032 g, 0.059 mmol) was reacted as described in the procedure used to synthesize (S)-4-[2-(3-chloro-phenyl)-2-hydroxy-ethylamino]-3-(1-tert-butyloxycarbonyl-4-methyl-6-morpholin-4-yl-1H-benzoimidazol-2-yl)-1-trifluoromethanesulfonyl-1,5-dihydro-pyrrol-2-one and by using acetonitrile instead of N,N-dimethylformamide. This gave the title material (0.018 g, 35%). LCMS (+ESI, M+H+) m/z 73...